describe an organic reaction: reactants, conditions, products, and yield From a dataset of the Open Reaction Database (ORD), a public repository of structured organic reaction records. Reactants: O=C(n1ccnc1)n1ccnc1, CS(N)(=O)=O, CN(C)C=O, CNC(=O)C(C)(C)Nc1cccc(C2Nc3ccc(C(=O)O)cc3CC2(C)C)c1, [H-], [Na+]. Yields the product CNC(=O)C(C)(C)Nc1cccc(C2Nc3ccc(C(=O)NS(C)(=O)=O)cc3CC2(C)C)c1. Reaction SMILES: [C:37]([n:38]1[cH:39][cH:40][n:41][cH:42]1)([n:43]1[cH:44][cH:45][n:46][cH:47]1)=[O:48].[CH3:1][S:2](=[O:3])(=[O:4])[NH2:5].[CH3:49][N:50]([CH3:51])[CH:52]=[O:53].[CH3:8][C:9]1([CH3:36])[CH:10]([c:22]2[cH:23][c:24]([NH:28][C:29]([CH3:30])([C:31]([NH:32][CH3:33])=[O:34])[CH3:35])[cH:25][cH:26][cH:27]2)[NH:11][c:12]2[cH:13][cH:14][c:15]([C:19](=[O:20])[OH:21])[cH:16][c:17]2[CH2:18]1.[H-:6].[Na+:7]>>[CH3:1][S:2](=[O:3])(=[O:4])[NH:5][C:19]([c:15]1[cH:14][cH:13][c:12]2[c:17]([cH:16]1)[CH2:18][C:9]([CH3:8])([CH3:36])[CH:10]([c:22]1[cH:23][c:24]([NH:28][C:29]([CH3:30])([C:31]([NH:32][CH3:33])=[O:34])[CH3:35])[cH:25][cH:26][cH:27]1)[NH:11]2)=[O:20]. Starting materials: NC(CCN(CCCCCCCN(CC1=CC=CC=C1)CCC(C)N)CC1=CC=CC=C1)C (N,N'-bis[3-(amino)butyl]-N,N'-bis[(phenyl)methyl]-1,7-diaminoheptane), [H][H] (hydrogen). Reagents/catalysts: [OH-].[OH-].[Pd+2] (Pearlman's Catalyst). The solvent is C(C)O (ethanol). Product: NC(CCNCCCCCCCNCCC(C)N)C (N,N'-bis[3-(amino)butyl]-1,7-diaminoheptane). Yield: 97.4%. As a reaction SMILES: [NH2:1][CH:2]([CH3:33])[CH2:3][CH2:4][N:5](CC1C=CC=CC=1)[CH2:6][CH2:7][CH2:8][CH2:9][CH2:10][CH2:11][CH2:12][N:13]([CH2:21][CH2:22][CH:23]([NH2:25])[CH3:24])CC1C=CC=CC=1.[H][H]>[OH-].[OH-].[Pd+2].C(O)C>[NH2:25][CH:23]([CH3:24])[CH2:22][CH2:21][NH:13][CH2:12][CH2:11][CH2:10][CH2:9][CH2:8][CH2:7][CH2:6][NH:5][CH2:4][CH2:3][CH:2]([NH2:1])[CH3:33] |f:2.3.4|. Reported procedure: Combine N,N'-bis[3-(amino)butyl]-N,N'-bis[(phenyl)methyl]-1,7-diaminoheptane (13.4 g, 0.029 mol), Pearlman's Catalyst (2.0 g) and ethanol (90 ml) and treat the mixture with hydrogen gas at 45 lb/in2 until gas uptake ceases. Remove the catalyst by filtration and remove the solvent in vacuo to obtain 7.7 g of N,N'-bis[3-(amino)butyl]-1,7-diaminoheptane (Rf is 0.37 for TLC on silica gel developed with 40% conc. ammonia in methanol). Dissolve the residue in dichloromethane (90 ml) and treat the mixt... The reactants are CC(=O)Nc1ccc(S(N)(=O)=O)cc1, C1OCC2OC2CO1. The product is CC(=O)Nc1ccc(S(=O)(=O)NC2COCOCC2O)cc1. As a reaction SMILES: [C:9]([CH3:10])(=[O:11])[NH:12][c:13]1[cH:14][cH:15][c:16]([S:19](=[O:20])(=[O:21])[NH2:22])[cH:17][cH:18]1.[O:1]1[CH:2]2[CH2:3][O:4][CH2:5][O:6][CH2:7][CH:8]12>>[OH:1][CH:8]1[CH:2]([NH:22][S:19]([c:16]2[cH:15][cH:14][c:13]([NH:12][C:9]([CH3:10])=[O:11])[cH:18][cH:17]2)(=[O:20])=[O:21])[CH2:3][O:4][CH2:5][O:6][CH2:7]1. The reactants are CN1C=C(S(=O)(N)=O)C2=CC=CC=C21, OB(O)C1=CC=C(OC)C=C1. Reagents/catalysts: [F-].[Cs+], CC(=O)[O-].CC(=O)[O-].[Cu+2]. Solvent: ClCCCl, ClCCCl. Conditions: temperature 60 celsius, time 18 hour. Product: CN1C=C(C2=CC=CC=C21)S(=O)(NC3=CC=C(OC)C=C3)=O, CN1C=C(S(=O)(N(C2=CC=C(OC)C=C2)C3=CC=C(C=C3)OC)=O)C4=CC=CC=C41. The yield is 9.5%. Reported procedure: Reactions were run in 8 x 30 mm glass vial inserts in 96 well-plate Para-dox Aluminum Reaction Blocks. The reaction components were dosed according to the design shown in Figure S2 and Figure S3. First, the catalysts (2 umol per vial) and solid bases (20 umol per vial) were added by dosing 50 uL each of a stock solution in 1,2-dichloroethane (40 mM for catalysts, 0.4 M for bases) via single-channel pipette. The 1,2-dichloroethane was then removed via centrifugal evaporation using a Genevac EZ-2 ... Starting materials: O[C@H]1[C@H]([C@H](O[C@H]1O)CCC1=CC=CC=C1)CCN1N=NC2=C(C1=O)C=CC=C2 (3-{2-[(2R,3R,4S,5R)-4,5-dihydroxy-2-(2-phenylethyl)tetrahydrofuran-3-yl]ethyl}-1,2,3-benzotriazin-4(3H)-one), O1CCCC1 (tetrahydrofuran), I(=O)(=O)(=O)[O-].[Na+] (sodium metaperiodate), [Mn](=O)(=O)(=O)[O-].[K+] (potassium permanganate). Solvent: C(C)(C)(C)O (tert-butanol). Conditions: time 6 hour. Yields the product C(=O)O[C@@H]([C@@H](C(=O)O)CCN1N=NC2=C(C1=O)C=CC=C2)CCC2=CC=CC=C2 ((2S,3R)-3-(formyloxy)-2-[2-(4-oxo-1,2,3-benzotriazin-3(4H)-yl)ethyl]-5-phenylpentanoic acid). Reaction SMILES: [OH:1][C@@H:2]1[C@H:6]([OH:7])[O:5][C@H:4]([CH2:8][CH2:9][C:10]2[CH:15]=[CH:14][CH:13]=[CH:12][CH:11]=2)[C@@H:3]1[CH2:16][CH2:17][N:18]1[C:23](=[O:24])[C:22]2[CH:25]=[CH:26][CH:27]=[CH:28][C:21]=2[N:20]=[N:19]1.[O:29]1CCCC1.I([O-])(=O)(=O)=O.[Na+].[Mn]([O-])(=O)(=O)=O.[K+]>C(O)(C)(C)C>[CH:6]([O:5][C@H:4]([CH2:8][CH2:9][C:10]1[CH:15]=[CH:14][CH:13]=[CH:12][CH:11]=1)[C@H:3]([CH2:16][CH2:17][N:18]1[C:23](=[O:24])[C:22]2[CH:25]=[CH:26][CH:27]=[CH:28][C:21]=2[N:20]=[N:19]1)[C:2]([OH:1])=[O:29])=[O:7] |f:2.3,4.5|. Reported procedure: To a solution of the compound obtained from step b above (0.3 g) in tert-butanol:tetrahydrofuran (3 mL:3 mL) at 0° C., a solution of sodium metaperiodate (0.673 g in 3 mL of water) was added. The reaction mixture was stirred for 2 hours at the same temperature and potassium permanganate (0.025 g) was added at 0° C. After stirring the reaction mixture for an additional 6 hours at room temperature, the reaction mixture was evaporated and the residue was taken into water and extracted with ethyl ac... The reactants are CC(C)(C)C1=C(C=CC(=C1)C(=O)OC)C1=CC(=CC=C1)OC (Methyl 2-(1,1-dimethylethyl)-3′-(methyloxy)-1,1′-biphenyl-4-carboxylate), [H-].[H-].[H-].[H-].[Li+].[Al+3] (LAH), [OH-].[Na+] (NaOH). Solvent: C1CCOC1 (THF). The product is CC(C)(C)C1=C(C=CC(=C1)CO)C1=CC(=CC=C1)OC ((2-(1,1-Dimethylethyl)-3′-(methyloxy)-1,1′-biphenyl-4-yl)methanol). Yield: 90.0%. Reaction SMILES: [CH3:1][C:2]([C:5]1[CH:10]=[C:9]([C:11](OC)=[O:12])[CH:8]=[CH:7][C:6]=1[C:15]1[CH:20]=[CH:19][CH:18]=[C:17]([O:21][CH3:22])[CH:16]=1)([CH3:4])[CH3:3].[H-].[H-].[H-].[H-].[Li+].[Al+3].[OH-].[Na+]>C1COCC1>[CH3:4][C:2]([C:5]1[CH:10]=[C:9]([CH2:11][OH:12])[CH:8]=[CH:7][C:6]=1[C:15]1[CH:20]=[CH:19][CH:18]=[C:17]([O:21][CH3:22])[CH:16]=1)([CH3:1])[CH3:3] |f:1.2.3.4.5.6,7.8|. Procedure: To a cooled solution of 12.1 (1.01 g, 3.38 mmol) in dry THF (10.0 mL) at 0° C., was added LAH (1.0 M solution in THF (6.7 mL, 6.7 mmol)). Upon complete addition, the reaction was allowed to warm to room temperature and monitored by TLC and LCMS. Upon completion, 1N NaOH (5 mL) was carefully added to quench the reaction. The resulting solution was extracted with EtOAc (3×10 mL), dried over MgSO4, filtered and concentrated in vacuo. The residue was then purified by flash chromatography (SiO2 gel 6... Starting materials: C(CC)C(CO)(CO)CO (2-n-propyl-2-hydroxymethyl-propan-1,3-diol), C(CCCCC)=O (n-hexanal), C(CCCCCC)=O (n-heptanal). Reported procedure: 2-n-Butyl-2-hydroxmethyl-propan-1,3-diol and 2-n-pentyl-2-hydroxymethyl-propan-1,3-diol were prepared from n-hexanal and n-heptanal respectively in a manner analogous to that described for the synthesis of 2-n-propyl-2-hydroxymethyl-propan-1,3-diol. RXN SMILES: [CH:1](=O)[CH2:2]CCCC.C(=O)CCCCCC.[CH2:16]([C:19]([CH2:24][OH:25])([CH2:22][OH:23])[CH2:20][OH:21])[CH2:17][CH3:18]>>[CH2:16]([C:19]([CH2:24][OH:25])([CH2:22][OH:23])[CH2:20][OH:21])[CH2:17][CH2:18][CH2:1][CH3:2]. The product is 2-n-Butyl-2-hydroxmethyl-propan-1,3-diol, C(CCCC)C(CO)(CO)CO (2-n-pentyl-2-hydroxymethyl-propan-1,3-diol). Starting materials: C1CC2=CC=CC=3C(NC4=C(N1C32)C=CC=C4)=O (dihydrobenzo[b]pyrrolo[3,2,1-jk][1,4]benzodiazepin-6-one), C1(=CC=CC=C1)C (toluene), CC1CCNCC1 (4-methylpiperidine). Reagents/catalysts: [Ti](Cl)(Cl)(Cl)Cl (titanium tetrachloride). Conditions: time 15 minute. The product is CC1=CC2=C(N3C4=C(C(=N2)N2CCC(CC2)C)C=CC=C4CC3)C=C1 (9-Methyl-6-(4-methyl-1-piperidinyl)-1,2-dihydrobenzo[b]pyrrolo-[3,2,1-jk][1,4]benzodiazepine). RXN SMILES: [CH2:1]1[N:12]2[C:13]3[C:3](=[CH:4][CH:5]=[CH:6][C:7]=3[C:8](=O)[NH:9][C:10]3[CH:17]=[CH:16][CH:15]=[CH:14][C:11]=32)[CH2:2]1.[CH3:19][CH:20]1[CH2:25][CH2:24][NH:23][CH2:22][CH2:21]1.[C:26]1(C)C=CC=CC=1>[Ti](Cl)(Cl)(Cl)Cl>[CH3:26][C:16]1[CH:15]=[CH:14][C:11]2[N:12]3[CH2:1][CH2:2][C:3]4[C:13]3=[C:7]([CH:6]=[CH:5][CH:4]=4)[C:8]([N:23]3[CH2:24][CH2:25][CH:20]([CH3:19])[CH2:21][CH2:22]3)=[N:9][C:10]=2[CH:17]=1. Reported procedure: A stirred mixture of 6.26 g (0.0250 mole) of 9-methyl-1,2- , dihydrobenzo[b]pyrrolo[3,2,1-jk][1,4]benzodiazepin-6-one and 1000 ml of toluene was heated under nitrogen until a solution resulted. Then there was added 24.8 g (0.250 mole) of 4-methylpiperidine, followed by 14.2 g (0.075 mole) of titanium tetrachloride. The mixture was heated under reflux for three hours, cooled to room temperature and filtered. The filtrate was stirred with 500 ml of 2N sodium hydroxide solution for 15 minutes and t... Starting materials: C(C)(C)(C)O[C@H](C(=O)OCC)C1=C(C2=C(N=C(S2)C2=CC3=C(N(C(N3)=O)C)C=C2)C=C1C)C1=CC=C(C=C1)Cl ((S)-ethyl 2-tert-butoxy-2-(7-(4-chlorophenyl)-5-methyl-2-(1-methyl-2-oxo-2,3-dihydro-1H-benzo[d]imidazol-5-yl)benzo[d]thiazol-6-yl)acetate), CN1CCC(CC1)Br (N-methyl-4-bromopiperidine), CN1CCC(CC1)Br (N-methyl-4-bromopiperidine), C(=O)([O-])[O-].[Cs+].[Cs+] (Cs2CO3). Run in CN(C)C=O (DMF), N1=CC=CC=C1 (pyridine). Run at temperature 85 celsius, time 8 hour. Yields the product C(C)(C)(C)O[C@H](C(=O)OCC)C1=C(C2=C(N=C(S2)C2=CC3=C(N(C(N3C3CCN(CC3)C)=O)C)C=C2)C=C1C)C1=CC=C(C=C1)Cl ((S)-ethyl 2-tert-butoxy-2-(7-(4-chlorophenyl)-5-methyl-2-(1-methyl-3-(1-methylpiperidin-4-yl)-2-oxo-2,3-dihydro-1H-benzo[d]imidazol-5-yl)benzo[d]thiazol-6-yl)acetate). Reaction SMILES: [C:1]([O:5][C@@H:6]([C:12]1[C:31]([CH3:32])=[CH:30][C:15]2[N:16]=[C:17]([C:19]3[CH:29]=[CH:28][C:22]4[N:23]([CH3:27])[C:24](=[O:26])[NH:25][C:21]=4[CH:20]=3)[S:18][C:14]=2[C:13]=1[C:33]1[CH:38]=[CH:37][C:36]([Cl:39])=[CH:35][CH:34]=1)[C:7]([O:9][CH2:10][CH3:11])=[O:8])([CH3:4])([CH3:3])[CH3:2].[CH3:40][N:41]1[CH2:46][CH2:45][CH:44](Br)[CH2:43][CH2:42]1.C([O-])([O-])=O.[Cs+].[Cs+]>CN(C=O)C.N1C=CC=CC=1>[C:1]([O:5][C@@H:6]([C:12]1[C:31]([CH3:32])=[CH:30][C:15]2[N:16]=[C:17]([C:19]3[CH:29]=[CH:28][C:22]4[N:23]([CH3:27])[C:24](=[O:26])[N:25]([CH:44]5[CH2:45][CH2:46][N:41]([CH3:40])[CH2:42][CH2:43]5)[C:21]=4[CH:20]=3)[S:18][C:14]=2[C:13]=1[C:33]1[CH:38]=[CH:37][C:36]([Cl:39])=[CH:35][CH:34]=1)[C:7]([O:9][CH2:10][CH3:11])=[O:8])([CH3:2])([CH3:3])[CH3:4] |f:2.3.4|. Reported procedure: To a solution of (S)-ethyl 2-tert-butoxy-2-(7-(4-chlorophenyl)-5-methyl-2-(1-methyl-2-oxo-2,3-dihydro-1H-benzo[d]imidazol-5-yl)benzo[d]thiazol-6-yl)acetate (47 mg, 0.083 mmol) in DMF (1 mL), pyridine (0.5 mL), was added N-methyl-4-bromopiperidine (26 mg, 0.146 mmol). The reaction was stirred at 85° C. overnight. Then Cs2CO3 (54 mg) was added, raised temp to 100° C. and stirred overnight. More N-methyl-4-bromopiperidine (50 mg 0.28 mmol), the mixture was heated at 100° C. for 2 days. The reaction... The reactants are ClC=1C=C(C=CC1Cl)N1C(C(=C(C1=O)C)C)O (N-(3',4'-Dichlorophenyl)-3,4-dimethyl-2-hydroxy-5-oxo-2,5-dihydropyrrole), S(=O)(Cl)Cl (thionyl chloride). Run at time 1 hour. Product: ClC=1C=C(C=CC1Cl)N1C(C(=C(C1=O)C)C)Cl (N-(3',4'-Dichlorophenyl)-3,4-dimethyl-2-chloro-5-oxo-2,5-dihydropyrrole). RXN SMILES: [Cl:1][C:2]1[CH:3]=[C:4]([N:9]2[C:13](=[O:14])[C:12]([CH3:15])=[C:11]([CH3:16])[CH:10]2O)[CH:5]=[CH:6][C:7]=1[Cl:8].S(Cl)([Cl:20])=O>>[Cl:1][C:2]1[CH:3]=[C:4]([N:9]2[C:13](=[O:14])[C:12]([CH3:15])=[C:11]([CH3:16])[CH:10]2[Cl:20])[CH:5]=[CH:6][C:7]=1[Cl:8]. Procedure details: 27.2 g of N-(3',4'-dichlorophenyl)-3,4-dimethyl-2-hydroxy-5-oxo-2,5-dihydropyrrole (see Example 3) is added to 25 ml of thionyl chloride, with an intense evolution of gas occurring. After being stirred for one hour at 50°, the mixture is concentrated by evaporation in vacuo. The solid residue is triturated with petroleum ether to obtain 27.4 g (95% of theory) of the above compound in the form of light-yellow crystals, m.p. 95°-96°.